This data is from the Open Reaction Database (ORD), a public repository of structured organic reaction records. The task is: describe an organic reaction: reactants, conditions, products, and yield The reactants are CCN=C=NCCCN(C)C, CN1CCOCC1, COC1CCC(N2CCC(Cc3c(Cl)cc(-c4ccc(C(=O)O)cc4)cc3Cl)C2=O)CC1, ClCCl, Cl, Cl, FC(F)(F)C1CCNCC1, Oc1cccc2[nH]nnc12. Product: COC1CCC(N2CCC(Cc3c(Cl)cc(-c4ccc(C(=O)N5CCC(C(F)(F)F)CC5)cc4)cc3Cl)C2=O)CC1. RXN SMILES: [CH3:34][N:35]([CH3:36])[CH2:37][CH2:38][CH2:39][N:40]=[C:41]=[N:42][CH2:43][CH3:44].[CH3:45][N:46]1[CH2:47][CH2:48][O:49][CH2:50][CH2:51]1.[Cl:1][c:2]1[cH:3][c:4](-[c:24]2[cH:25][cH:26][c:27]([C:30](=[O:31])[OH:32])[cH:28][cH:29]2)[cH:5][c:6]([Cl:23])[c:7]1[CH2:8][CH:9]1[C:10](=[O:22])[N:11]([CH:14]2[CH2:15][CH2:16][CH:17]([O:20][CH3:21])[CH2:18][CH2:19]2)[CH2:12][CH2:13]1.[Cl:73][CH2:74][Cl:75].[ClH:33].[ClH:62].[F:63][C:64]([CH:65]1[CH2:66][CH2:67][NH:68][CH2:69][CH2:70]1)([F:71])[F:72].[OH:52][c:53]1[c:54]2[n:55][n:56][nH:57][c:58]2[cH:59][cH:60][cH:61]1>>[Cl:1][c:2]1[cH:3][c:4](-[c:24]2[cH:25][cH:26][c:27]([C:30](=[O:31])[N:68]3[CH2:67][CH2:66][CH:65]([C:64]([F:63])([F:71])[F:72])[CH2:70][CH2:69]3)[cH:28][cH:29]2)[cH:5][c:6]([Cl:23])[c:7]1[CH2:8][CH:9]1[C:10](=[O:22])[N:11]([CH:14]2[CH2:15][CH2:16][CH:17]([O:20][CH3:21])[CH2:18][CH2:19]2)[CH2:12][CH2:13]1.